Task: describe an organic reaction: reactants, conditions, products, and yield. Dataset: the Open Reaction Database (ORD), a public repository of structured organic reaction records Reactants: ClC=1C=C(C=CC1)[C@H](CN(CCNC=1C=C(C=CC1)C1=CC(=CC=C1)C#N)C(=O)OC(C)(C)C)O[Si](C)(C)C(C)(C)C ((R)-3′-[[2-[[2-(3-chlorophenyl)-2-[[(tert-butyl)dimethylsilyl]oxy]ethyl][(tert-butoxy)carbonyl]amino]ethyl]amino]-[1,1′-biphenyl]-3-carbonitrile). The solvent is Cl (hydrochloric acid), O1CCOCC1 (dioxane). Product: Cl.Cl.ClC=1C=C(C=CC1)[C@H](CNCCNC=1C=C(C=CC1)C1=CC(=CC=C1)C#N)O ((R)-3′-[[2-[[2-(3-Chlorophenyl)-2-hydroxyethyl]amino]ethyl]amino]-[1,1′-biphenyl]-3-carbonitrile dihydrochloride). Reaction SMILES: [Cl:1][C:2]1[CH:3]=[C:4]([C@@H:8]([O:35][Si](C(C)(C)C)(C)C)[CH2:9][N:10](C(OC(C)(C)C)=O)[CH2:11][CH2:12][NH:13][C:14]2[CH:15]=[C:16]([C:20]3[CH:25]=[CH:24][CH:23]=[C:22]([C:26]#[N:27])[CH:21]=3)[CH:17]=[CH:18][CH:19]=2)[CH:5]=[CH:6][CH:7]=1>Cl.O1CCOCC1>[ClH:1].[ClH:1].[Cl:1][C:2]1[CH:3]=[C:4]([C@@H:8]([OH:35])[CH2:9][NH:10][CH2:11][CH2:12][NH:13][C:14]2[CH:15]=[C:16]([C:20]3[CH:25]=[CH:24][CH:23]=[C:22]([C:26]#[N:27])[CH:21]=3)[CH:17]=[CH:18][CH:19]=2)[CH:5]=[CH:6][CH:7]=1 |f:3.4.5|. Procedure details: m.p. 191-206° C.; from (R)-3′-[[2-[[2-(3-chlorophenyl)-2-[[(tert-butyl)dimethylsilyl]oxy]ethyl][(tert-butoxy)carbonyl]amino]ethyl]amino]-[1,1′-biphenyl]-3-carbonitrile (173 mg) in 4 N hydrochloric acid in dioxane (10 mL). Starting materials: CO (methanol), P(Cl)(Cl)(Cl)(Cl)Cl (phosphorus pentachloride), C(C1=CC=CC=C1)(=O)NC(CCCC(=O)NC1[C@@H]2N(C(=C(CS2)C=C)C(=O)OC(C2=CC=CC=C2)C2=CC=CC=C2)C1=O)C(=O)OC(C1=CC=CC=C1)C1=CC=CC=C1 (benzhydryl 7-(5-benzamido-5-benzhydryloxycarbonylpentanamido)-3-vinyl-3-cephem-4-carboxylate), N1=CC=CC=C1 (pyridine). Solvent: O (water), C(C)(=O)OCC (ethyl acetate), C(Cl)Cl (methylene chloride). Conditions: time 20 minute. The product is Cl.NC1[C@@H]2N(C(=C(CS2)C=C)C(=O)OC(C2=CC=CC=C2)C2=CC=CC=C2)C1=O (benzhydryl 7-amino-3-vinyl-3-cephem-4-carboxylate hydrochloride). The yield is 78.9%. Reaction SMILES: P(Cl)(Cl)(Cl)(Cl)[Cl:2].N1C=CC=CC=1.C(NC(C(OC(C1C=CC=CC=1)C1C=CC=CC=1)=O)CCCC([NH:28][CH:29]1[C:54](=[O:55])[N:31]2[C:32]([C:38]([O:40][CH:41]([C:48]3[CH:53]=[CH:52][CH:51]=[CH:50][CH:49]=3)[C:42]3[CH:47]=[CH:46][CH:45]=[CH:44][CH:43]=3)=[O:39])=[C:33]([CH:36]=[CH2:37])[CH2:34][S:35][C@H:30]12)=O)(=O)C1C=CC=CC=1.CO>C(Cl)Cl.O.C(OCC)(=O)C>[ClH:2].[NH2:28][CH:29]1[C:54](=[O:55])[N:31]2[C:32]([C:38]([O:40][CH:41]([C:42]3[CH:43]=[CH:44][CH:45]=[CH:46][CH:47]=3)[C:48]3[CH:53]=[CH:52][CH:51]=[CH:50][CH:49]=3)=[O:39])=[C:33]([CH:36]=[CH2:37])[CH2:34][S:35][C@H:30]12 |f:7.8|. Reported procedure: To a suspension of phosphorus pentachloride (15.5 g) in methylene chloride (200 ml) was added dropwise pyridine (5.9 g) at 5° to 10° C. with stirring, and the stirring was continued at 5° C. for 20 minutes. Thereto was added at a time benzhydryl 7-(5-benzamido-5-benzhydryloxycarbonylpentanamido)-3-vinyl-3-cephem-4-carboxylate (20 g) at 5° C., and the mixture was stirred at the same temperature for 2 hours. To the reaction mixture was added gradually methanol (120 ml) at -40° C., followed by stir... Reactants: FC1=C(C(=O)O)C=CC(=C1)F (2,4-difluorobenzoic acid), ClS(=O)(=O)O (chlorosulfonic acid). Run at temperature 155 celsius. Product: ClS(=O)(=O)C=1C(=CC(=C(C(=O)O)C1)F)F (5-(chlorosulfonyl)-2,4-difluorobenzoic acid). Yield: 94.0%. Reaction SMILES: [F:1][C:2]1[CH:10]=[C:9]([F:11])[CH:8]=[CH:7][C:3]=1[C:4]([OH:6])=[O:5].[Cl:12][S:13](O)(=[O:15])=[O:14]>>[Cl:12][S:13]([C:8]1[C:9]([F:11])=[CH:10][C:2]([F:1])=[C:3]([CH:7]=1)[C:4]([OH:6])=[O:5])(=[O:15])=[O:14]. Reported procedure: A mixture of chlorosulfonic acid (200 mL) and 2,4-difluorobenzoic acid (40 g, 253 mmol, 1 equiv) was heated to 155° C. for 3 h. The reaction was cooled to RT and poured slowly over ice. The product was extracted into ether and the organics dried over MgSO4, filtered and concentrated to give 5-(chlorosulfonyl)-2,4-difluorobenzoic acid 6a as brown solid (61 g, 94% yield). Reactants: CCS(=O)(=O)N1CCC(c2c[nH]c3c(C(N)=O)cc(Br)cc23)CC1, O=C([O-])[O-], CC(C)NCc1ccc(B(O)O)s1, [K+], [K+], c1ccc(P(c2ccccc2)(c2ccccc2)[Pd](P(c2ccccc2)(c2ccccc2)c2ccccc2)(P(c2ccccc2)(c2ccccc2)c2ccccc2)P(c2ccccc2)(c2ccccc2)c2ccccc2)cc1. Product: CCS(=O)(=O)N1CCC(c2c[nH]c3c(C(N)=O)cc(-c4ccc(CNC(C)C)s4)cc23)CC1. As a reaction SMILES: [Br:14][c:15]1[cH:16][c:17]2[c:18]([CH:27]3[CH2:28][CH2:29][N:30]([S:33](=[O:34])(=[O:35])[CH2:36][CH3:37])[CH2:31][CH2:32]3)[cH:19][nH:20][c:21]2[c:22]([C:24](=[O:25])[NH2:26])[cH:23]1.[C:38](=[O:39])([O-:40])[O-:41].[CH3:1][CH:2]([CH3:3])[NH:4][CH2:5][c:6]1[cH:7][cH:8][c:9]([B:11]([OH:12])[OH:13])[s:10]1.[K+:42].[K+:43].[cH:44]1[cH:45][cH:46][c:47]([P:48]([Pd:49]([P:50]([c:51]2[cH:52][cH:53][cH:54][cH:55][cH:56]2)([c:57]2[cH:58][cH:59][cH:60][cH:61][cH:62]2)[c:63]2[cH:64][cH:65][cH:66][cH:67][cH:68]2)([P:69]([c:70]2[cH:71][cH:72][cH:73][cH:74][cH:75]2)([c:76]2[cH:77][cH:78][cH:79][cH:80][cH:81]2)[c:82]2[cH:83][cH:84][cH:85][cH:86][cH:87]2)[P:88]([c:89]2[cH:90][cH:91][cH:92][cH:93][cH:94]2)([c:95]2[cH:96][cH:97][cH:98][cH:99][cH:100]2)[c:101]2[cH:102][cH:103][cH:104][cH:105][cH:106]2)([c:107]2[cH:108][cH:109][cH:110][cH:111][cH:112]2)[c:113]2[cH:114][cH:115][cH:116][cH:117][cH:118]2)[cH:119][cH:120]1>>[CH3:1][CH:2]([CH3:3])[NH:4][CH2:5][c:6]1[cH:7][cH:8][c:9](-[c:15]2[cH:16][c:17]3[c:18]([CH:27]4[CH2:28][CH2:29][N:30]([S:33](=[O:34])(=[O:35])[CH2:36][CH3:37])[CH2:31][CH2:32]4)[cH:19][nH:20][c:21]3[c:22]([C:24](=[O:25])[NH2:26])[cH:23]2)[s:10]1. Starting materials: OO (hydrogen peroxide), CC(C)O (2-propanol), CN1CC[C@]23C4=C5C=CC(=C4O[C@H]2C(=CC=C3[C@H]1C5)OC)O (Oripavine), CN1CC[C@]23C4=C5C=CC(=C4O[C@H]2C(=CC=C3[C@H]1C5)OC)O (Oripavine). The reagents and catalysts are [Pd] (Pd/C). Run in C(=O)O (formic acid), C(=O)O (formic acid). Reaction conditions: time 16 hour. The product is CN1CC[C@]23C=4C5=CC=C(C4O[C@H]2C(=O)CC[C@]3([C@H]1C5)O)O (Oxymorphone). Reaction SMILES: [CH3:1][N:2]1[C@@H:18]2[CH2:19][C:7]3[CH:8]=[CH:9][C:10]([OH:22])=[C:11]4[O:12][C@H:13]5[C:14]([O:20]C)=[CH:15][CH:16]=[C:17]2[C@:5]5([C:6]=34)[CH2:4][CH2:3]1.OO.CC([OH:28])C>C(O)=O.[Pd]>[CH3:1][N:2]1[C@@H:18]2[CH2:19][C:7]3=[CH:8][CH:9]=[C:10]([OH:22])[C:11]4[O:12][C@H:13]5[C:14]([CH2:15][CH2:16][C@:17]2([OH:28])[C@:5]5([C:6]=43)[CH2:4][CH2:3]1)=[O:20]. Reported procedure: Oripavine (64 g, 0.215 mol) was dissolved in formic acid (98-100%, 120 g) and hydrogen peroxide (30% in water, 24.5 g, 0.216 mol) added at 0° C. The mixture was pumped continuously at 2 ml/min through a 30 ml continuous flow reactor at 80° C. (15 min residence time). An analytical control after the continuous reactor showed less than 1% Oripavine remaining. The continuous stream was added directly to the hydrogenation autoclave that was precharged with 2-propanol (204 g), formic acid (98-100%, 6...